This data is from the Open Reaction Database (ORD), a public repository of structured organic reaction records. The task is: describe an organic reaction: reactants, conditions, products, and yield The reactants are [H-].C(C(C)C)[Al+]CC(C)C (diisobutylaluminum hydride), C(CCC)C=1N(C(=CN1)/C=C(/C(=O)OC)\CC=1SC=CC1)CC1=C(C=CC=C1)Cl (methyl (E)-3-[2-n-butyl-1-{(2-chlorophenyl)methyl}-1H-imidazol-5-yl]-2-(2-thienyl)methyl-2-propenoate), C(C)(=O)O (acetic acid), CO (methanol). The reagents and catalysts are Cl (hydrochloric acid). Solvent: O1CCCC1 (tetrahydrofuran), O (Water). Conditions: time 1 hour. The product is C(CCC)C=1N(C(=CN1)/C=C(/CO)\CC=1SC=CC1)CC1=C(C=CC=C1)Cl ((E)-3-[2-n-butyl-1-{(2-chlorophenyl)methyl}-1H-imidazol-5-yl]-2-(2-thienyl)methyl-2-propenol). Isolated yield 71.0%. Reaction SMILES: [CH2:1]([C:5]1[N:6]([CH2:22][C:23]2[CH:28]=[CH:27][CH:26]=[CH:25][C:24]=2[Cl:29])[C:7](/[CH:10]=[C:11](\[CH2:16][C:17]2[S:18][CH:19]=[CH:20][CH:21]=2)/[C:12](OC)=[O:13])=[CH:8][N:9]=1)[CH2:2][CH2:3][CH3:4].[H-].C([Al+]CC(C)C)C(C)C.CO.C(O)(=O)C>O1CCCC1.Cl.O>[CH2:1]([C:5]1[N:6]([CH2:22][C:23]2[CH:28]=[CH:27][CH:26]=[CH:25][C:24]=2[Cl:29])[C:7](/[CH:10]=[C:11](\[CH2:16][C:17]2[S:18][CH:19]=[CH:20][CH:21]=2)/[CH2:12][OH:13])=[CH:8][N:9]=1)[CH2:2][CH2:3][CH3:4] |f:1.2|. Procedure details: To a solution of methyl (E)-3-[2-n-butyl-1-{(2-chlorophenyl)methyl}-1H-imidazol-5-yl]-2-(2-thienyl)methyl-2-propenoate, prepared in Example 1, ((2.60 g. 6.06 mmol) in 35 mL of tetrahydrofuran at -78° C. under argon was added a solution of diisobutylaluminum hydride (1.5M, 8.9 mL, 13.3 mmol). After the addition was complete, the reaction mixture was allowed to warm to room temperature, with stirring being continued for one hour. The reaction was worked up by the slow addition of methanol, followe... Reactants: [OH-].[Na+] (sodium hydroxide), CC1=C2C=NNC2=CC=C1OC1CNCCC1 (4-methyl-5-(piperidin-3-yloxy)-1H-indazole), C=O (paraformaldehyde), C(#N)[BH3-].[Na+] (sodium cyanoborohydride). Solvent: C(C)(=O)O (Acetic acid), CO (methanol). Reaction conditions: time 18 hour. The product is CC1=C2C=NNC2=CC=C1OC1CN(CCC1)C (4-methyl-5-[(1-methylpiperidin-3-yl)oxy]-1H-indazole). The yield is 69.3%. As a reaction SMILES: [CH3:1][C:2]1[C:10]([O:11][CH:12]2[CH2:17][CH2:16][CH2:15][NH:14][CH2:13]2)=[CH:9][CH:8]=[C:7]2[C:3]=1[CH:4]=[N:5][NH:6]2.C=O.[C:20]([BH3-])#N.[Na+].[OH-].[Na+]>CO.C(O)(=O)C>[CH3:1][C:2]1[C:10]([O:11][CH:12]2[CH2:17][CH2:16][CH2:15][N:14]([CH3:20])[CH2:13]2)=[CH:9][CH:8]=[C:7]2[C:3]=1[CH:4]=[N:5][NH:6]2 |f:2.3,4.5|. Procedure details: Acetic acid (0.060 ml) was added to a methanolic solution (1.0 ml) of the 4-methyl-5-(piperidin-3-yloxy)-1H-indazole (46 mg, 0.20 mmol) obtained in Example 422, followed by adding thereto paraformaldehyde (30 mg, 1.0 mmol), and the resulting mixture was stirred at room temperature for 2 hours. Then, a solution of sodium cyanoborohydride (63 mg, 1.0 mmol) in methanol (1.0 ml) was added thereto and the resulting mixture was stirred at room temperature for 18 hours. After a 1N-aqueous sodium hydrox... Reactants: C(C)(C)NC(C)C (diisopropylamine), FC1=C(C=CC=C1F)[C@@H](\C=N\[S@](=O)C(C)(C)C)CCC=C ((R,E)-N-((S)-2-(2,3-difluorophenyl)hex-5-enylidene)-2-methylpropane-2-sulfinamide), [Li]CCCC (n-BuLi), [Li]CCCC (n-BuLi), BrC=1SC=C(N1)Br (2,4-dibromothiazole), CO (Methanol). The solvent is O1CCCC1 (tetrahydrofuran), O1CCCC1 (tetrahydrofuran). Run at temperature -78 celsius, time 5 minute. The product is BrC=1N=CSC1[C@H]([C@@H](CCC=C)C1=C(C(=CC=C1)F)F)N[S@](=O)C(C)(C)C ((R)—N-((1S,2S)-1-(4-bromothiazol-5-yl)-2-(2,3-difluorophenyl)hex-5-enyl)-2-methylpropane-2-sulfinamide). Yield: 61.6%. Reaction SMILES: C(NC(C)C)(C)C.[Li]CCCC.Br[C:14]1[S:15][CH:16]=[C:17]([Br:19])[N:18]=1.[F:20][C:21]1[C:26]([F:27])=[CH:25][CH:24]=[CH:23][C:22]=1[C@H:28]([CH2:37][CH2:38][CH:39]=[CH2:40])/[CH:29]=[N:30]/[S@@:31]([C:33]([CH3:36])([CH3:35])[CH3:34])=[O:32].CO>O1CCCC1>[Br:19][C:17]1[N:18]=[CH:14][S:15][C:16]=1[C@@H:29]([NH:30][S@@:31]([C:33]([CH3:36])([CH3:35])[CH3:34])=[O:32])[C@H:28]([C:22]1[CH:23]=[CH:24][CH:25]=[C:26]([F:27])[C:21]=1[F:20])[CH2:37][CH2:38][CH:39]=[CH2:40]. Reported procedure: To a 250 mL round bottom flask was added tetrahydrofuran (10 mL) and diisopropylamine (1.04 mL, 7.33 mmol) under nitrogen. The flask was cooled down to −20° C. before addition of n-BuLi (2.93 mL, 7.33 mmol). The reaction was stirred at this temperature for 5 min before being cooled to −78° C. 2,4-dibromothiazole (1.782 g, 7.33 mmol) was added at once to the reaction mixture. After stirring at −78° C. for 10 min, (R,E)-N-((S)-2-(2,3-difluorophenyl)hex-5-enylidene)-2-methylpropane-2-sulfinamide (1... RXN SMILES: C([Li])CCC.[CH3:6][CH2:7][CH2:8][CH2:9][CH2:10][CH3:11].C1(C#C)C=CC=CC=1.[C:20]([O:28][CH2:29][CH2:30][O:31]CCl)(=O)[C:21]1C=CC=C[CH:22]=1.[OH-].[Na+]>C1COCC1.C(O)C.O>[C:8]1([C:22]#[C:21][CH2:20][O:28][CH2:29][CH2:30][OH:31])[CH:7]=[CH:6][CH:11]=[CH:10][CH:9]=1 |f:4.5|. Procedure details: Butyl lithium in hexane (30 mmol) was added to phenylacetylene (3.29 ml, 30 mmol) in dry THF (20 ml) at -78° C. The mixture was allowed to reach room temperature, cooled to 78° C. and 2-chloromethoxyethyl benzoate (6.4 g 30 mmol) added. The mixture was kept at 0° C. for 24 hours, quenched with water and extracted into ether. The crude product obtained from the organic phase was treated with 8% sodium hydroxide in ethanol (100 ml) and heated under reflux for 0.5 hours. The crude product was poure... Reactants: C(C1=CC=CC=C1)(=O)OCCOCCl (2-chloromethoxyethyl benzoate), [OH-].[Na+] (sodium hydroxide), crude product, C(CCC)[Li] (Butyl lithium), CCCCCC (hexane), C1(=CC=CC=C1)C#C (phenylacetylene). Run at temperature 78 celsius, time 24 hour. Yield: 94.6%. Run in C(C)O (ethanol), O (water), C1CCOC1 (THF). The product is C1(=CC=CC=C1)C#CCOCCO (2-(3-phenyl-2-propynoxy)ethanol). The reactants are C1(CCC1)=C[C@@H]1CC[C@H](CC1)NC(CC1=CC(=C(C=C1)O)OC)=O (N-[trans-4-(cyclobutylidenemethyl)-cyclohexyl]-2-(4-hydroxy-3-methoxyphenyl)acetamide), C(C)C(=C[C@@H]1CC[C@H](CC1)NC(CC1=CC(=C(C=C1)O)OC)=O)CC (N-[trans-4-(2-ethyl-1-butenyl)cyclohexyl]-2-(4-hydroxy-3-methoxyphenyl)acetamide). As a reaction SMILES: [C:1]1(=[CH:5][C@H:6]2[CH2:11][CH2:10][C@H:9]([NH:12][C:13](=[O:24])[CH2:14][C:15]3[CH:20]=[CH:19][C:18]([OH:21])=[C:17]([O:22][CH3:23])[CH:16]=3)[CH2:8][CH2:7]2)[CH2:4][CH2:3][CH2:2]1.C(C(CC)=C[C@H]1CC[C@H](NC(=O)CC2C=CC(O)=C(OC)C=2)CC1)C>>[CH:1]1([CH2:5][C@H:6]2[CH2:7][CH2:8][C@H:9]([NH:12][C:13](=[O:24])[CH2:14][C:15]3[CH:20]=[CH:19][C:18]([OH:21])=[C:17]([O:22][CH3:23])[CH:16]=3)[CH2:10][CH2:11]2)[CH2:4][CH2:3][CH2:2]1. Product: C1(CCC1)C[C@@H]1CC[C@H](CC1)NC(CC1=CC(=C(C=C1)O)OC)=O (N-[trans-4-(cyclobutylmethyl)cyclohexyl]-2-(4-hydroxy-3-methoxyphenyl)acetamide). Procedure: The above desired compound was prepared in a similar manner of Example 92 using the compound of Example 91 by which the compound of Example 90 in Example 92 was replaced.